describe an organic reaction: reactants, conditions, products, and yield From a dataset of the Open Reaction Database (ORD), a public repository of structured organic reaction records. Reactants: ClC1=CC2=C(C(=N1)C#N)N=CN2C (6-chloro-1-methyl-1H-imidazo[4,5-c]pyridine-4-carbonitrile), OCCCOC1=C(C=C(C=C1)B(O)O)C(F)(F)F (4-(3-hydroxypropoxy)-3-(trifluoromethyl)phenylboronic acid), C1(CCCCC1)P(C1CCCCC1)C1CCCCC1 (tricyclohexylphosphine), P(=O)([O-])([O-])[O-].[K+].[K+].[K+] (potassium phosphate). The reagents and catalysts are C=1C=CC(=CC1)/C=C/C(=O)/C=C/C2=CC=CC=C2.C=1C=CC(=CC1)/C=C/C(=O)/C=C/C2=CC=CC=C2.C=1C=CC(=CC1)/C=C/C(=O)/C=C/C2=CC=CC=C2.[Pd].[Pd] (tris(dibenzylideneacetone)dipalladium). Solvent: O1CCOCC1 (dioxane), O (water), C(C)(=O)OCC (ethyl acetate). Reaction conditions: temperature 100 celsius. Yields the product OCCCOC1=C(C=C(C=C1)C1=CC2=C(C(=N1)C#N)N=CN2C)C(F)(F)F (6-[4-(3-Hydroxypropoxy)-3-(trifluoromethyl)-phenyl]-1-methyl-1H-imidazo[4,5-c]pyridine-4-carbonitrile). As a reaction SMILES: Cl[C:2]1[N:7]=[C:6]([C:8]#[N:9])[C:5]2[N:10]=[CH:11][N:12]([CH3:13])[C:4]=2[CH:3]=1.[OH:14][CH2:15][CH2:16][CH2:17][O:18][C:19]1[CH:24]=[CH:23][C:22](B(O)O)=[CH:21][C:20]=1[C:28]([F:31])([F:30])[F:29].C1(P(C2CCCCC2)C2CCCCC2)CCCCC1.P([O-])([O-])([O-])=O.[K+].[K+].[K+]>O1CCOCC1.O.C(OCC)(=O)C.C1C=CC(/C=C/C(/C=C/C2C=CC=CC=2)=O)=CC=1.C1C=CC(/C=C/C(/C=C/C2C=CC=CC=2)=O)=CC=1.C1C=CC(/C=C/C(/C=C/C2C=CC=CC=2)=O)=CC=1.[Pd].[Pd]>[OH:14][CH2:15][CH2:16][CH2:17][O:18][C:19]1[CH:24]=[CH:23][C:22]([C:2]2[N:7]=[C:6]([C:8]#[N:9])[C:5]3[N:10]=[CH:11][N:12]([CH3:13])[C:4]=3[CH:3]=2)=[CH:21][C:20]=1[C:28]([F:29])([F:30])[F:31] |f:3.4.5.6,10.11.12.13.14|. Procedure details: A mixture of 6-chloro-1-methyl-1H-imidazo[4,5-c]pyridine-4-carbonitrile (6 g), 4-(3-hydroxypropoxy)-3-(trifluoromethyl)phenylboronic acid (12.3 g), tris(dibenzylideneacetone)dipalladium (1.42 g), tricyclohexylphosphine (1.05 g) and tribasic potassium phosphate (13.2 g) in dioxane (60 ml) and water (24 ml) was heated at 100° C. under N2 for 4 hours. The mixture was then diluted with ethyl acetate (400 ml), organic layer seperated and solvent removed under reduced pressure, to the residue was then... Product: FC(C(F)F)(OC1=C(C=CC=C1)O)F (2-(1,1,2,2-Tetrafluoroethoxy)phenol). The solvent is CO (methanol). Procedure details: A solution of 58.6 g of 1-(phenylmethoxy)-2-(1,1,2,2-tetrafluoroethoxy)benzene in 200 ml methanol was blanketed with nitrogen and 1.0 g of 10% palladium on charcoal added. The mixture was hydrogenated at 50 psi hydrogen for 3 hours. The reaction mixture was filtered to remove catalyst and the filtrate concentrated under reduced pressure to give an oil, which darkened on standing. The oil was distilled, bp 25°-32° (0.2 mm), to give the phenol as a colorless oil, which solidified on standing. The ... Reaction SMILES: C1(C[O:8][C:9]2[CH:14]=[CH:13][CH:12]=[CH:11][C:10]=2[O:15][C:16]([F:21])([F:20])[CH:17]([F:19])[F:18])C=CC=CC=1.[H][H]>CO.[Pd]>[F:20][C:16]([F:21])([O:15][C:10]1[CH:11]=[CH:12][CH:13]=[CH:14][C:9]=1[OH:8])[CH:17]([F:18])[F:19]. The reagents and catalysts are [Pd] (palladium on charcoal). Starting materials: C1(=CC=CC=C1)COC1=C(C=CC=C1)OC(C(F)F)(F)F (1-(phenylmethoxy)-2-(1,1,2,2-tetrafluoroethoxy)benzene), [H][H] (hydrogen). Starting materials: C(=O)(OCC)CNNC(=S)NC=O (1-Carbethoxymethyl-4-formylthiosemicarbazide), C(C)O (ethanol), [OH-].[K+] (potassium hydroxide), S(O)(O)(=O)=O (sulfuric acid). Yields the product C(=O)(O)CN1C(=NN=C1)S (4-carboxymethyl-1,2,4-triazole-3-thiol). As a reaction SMILES: C([CH2:6][NH:7][NH:8][C:9]([NH:11][CH:12]=O)=[S:10])(OCC)=O.[OH-:14].[K+].S(=O)(=O)(O)O.[CH2:21]([OH:23])C>>[C:21]([CH2:12][N:11]1[CH:6]=[N:7][N:8]=[C:9]1[SH:10])([OH:23])=[O:14] |f:1.2|. Procedure details: 1-Carbethoxymethyl-4-formylthiosemicarbazide (0.50 g., 2.44 mmol.) was dissolved in 5 ml. of ethanol and 5 ml. (2 equivalents) of aqueous potassium hydroxide solution was added. The reaction mixture was refluxed for five hours then cooled, acidified to pH 2.0 with 6N sulfuric acid and evaporated to dryness. The residue was extracted with acetone to give 4-carboxymethyl-1,2,4-triazole-3-thiol. Reactants: C(C)OP(OCC)(=O)CCCC1=CC(=C(C(=C1)C)C1=NC2=C(N1)C=C(C=C2)C(NC2=NC1=CC=CC=C1C=C2)=O)C ((3-{3,5-dimethyl-4-[6-(quinolin-2-ylcarbamoyl)-1H-benzoimidazol-2-yl]-phenyl}-propyl)-phosphonic acid diethyl ester), C[Si](C)(C)Br (TMSBr). Solvent: C(Cl)Cl (CH2Cl2). Product: C(C)OP(O)(=O)CCCC1=CC(=C(C(=C1)C)C1=NC2=C(N1)C=C(C=C2)C(NC2=NC1=CC=CC=C1C=C2)=O)C ((3-{3,5-Dimethyl-4-[6-(quinolin-2-ylcarbamoyl)-1H-benzoimidazol-2-yl]-phenyl}-propyl)-phosphonic acid monoethyl ester). As a reaction SMILES: [CH2:1]([O:3][P:4]([CH2:9][CH2:10][CH2:11][C:12]1[CH:17]=[C:16]([CH3:18])[C:15]([C:19]2[NH:23][C:22]3[CH:24]=[C:25]([C:28](=[O:40])[NH:29][C:30]4[CH:39]=[CH:38][C:37]5[C:32](=[CH:33][CH:34]=[CH:35][CH:36]=5)[N:31]=4)[CH:26]=[CH:27][C:21]=3[N:20]=2)=[C:14]([CH3:41])[CH:13]=1)(=[O:8])[O:5]CC)[CH3:2].C[Si](Br)(C)C>C(Cl)Cl>[CH2:1]([O:3][P:4]([CH2:9][CH2:10][CH2:11][C:12]1[CH:17]=[C:16]([CH3:18])[C:15]([C:19]2[NH:23][C:22]3[CH:24]=[C:25]([C:28](=[O:40])[NH:29][C:30]4[CH:39]=[CH:38][C:37]5[C:32](=[CH:33][CH:34]=[CH:35][CH:36]=5)[N:31]=4)[CH:26]=[CH:27][C:21]=3[N:20]=2)=[C:14]([CH3:41])[CH:13]=1)(=[O:5])[OH:8])[CH3:2]. Procedure details: To a solution of (3-{3,5-dimethyl-4-[6-(quinolin-2-ylcarbamoyl)-1H-benzoimidazol-2-yl]-phenyl}-propyl)-phosphonic acid diethyl ester (40 mg, 0.07 mmol) in CH2Cl2 (5 mL) was added TMSBr (0.045 mL, 0.35 mol). The solution was stirred at ambient temperature until monohydrolysis occurred (5 h). The solvent was removed under reduced pressure and the residue was purified by HPLC to give the title compound as a white solid. 1H NMR (Methanol-d4, 400 MHz): δ 8.41 (m, 3H), 8.08 (dd, 1H), 7.94 (dd, 2H), 7.... The reactants are CC(=O)O, O=Cc1ccc2c(c1)OCO2, [H][H], Nc1cc(C(=O)O)cc(S(N)(=O)=O)c1Oc1ccccc1, O=[Pt], Cc1ccc(S(=O)(=O)O)cc1. Yields the product NS(=O)(=O)c1cc(C(=O)O)cc(NCc2ccc3c(c2)OCO3)c1Oc1ccccc1. Reaction SMILES: [CH3:46][C:47](=[O:48])[OH:49].[CH:22](=[O:23])[c:24]1[cH:25][cH:26][c:27]2[c:31]([cH:32]1)[O:30][CH2:29][O:28]2.[H:44][H:45].[NH2:1][c:2]1[cH:3][c:4]([C:5](=[O:6])[OH:7])[cH:8][c:9]([S:18]([NH2:19])(=[O:20])=[O:21])[c:10]1[O:11][c:12]1[cH:13][cH:14][cH:15][cH:16][cH:17]1.[Pt:50]=[O:51].[c:33]1([CH3:34])[cH:35][cH:36][c:37]([S:38]([OH:39])(=[O:40])=[O:41])[cH:42][cH:43]1>>[NH:1]([c:2]1[cH:3][c:4]([C:5](=[O:6])[OH:7])[cH:8][c:9]([S:18]([NH2:19])(=[O:20])=[O:21])[c:10]1[O:11][c:12]1[cH:13][cH:14][cH:15][cH:16][cH:17]1)[CH2:22][c:24]1[cH:25][cH:26][c:27]2[c:31]([cH:32]1)[O:30][CH2:29][O:28]2.